This data is from the Open Reaction Database (ORD), a public repository of structured organic reaction records. The task is: describe an organic reaction: reactants, conditions, products, and yield The reactants are C1(=CC(=CC=C1)S(=O)(=O)Cl)C (3-tolyl sulfonyl chloride), C1(=C(C=CC=C1)N)N (o-phenylene diamine). Yields the product C1(=CC(=CC=C1)S(=O)(=O)NC1=C(N)C=CC=C1)C (2-(3-tolyl sulfonyl amino) aniline). Reaction SMILES: [C:1]1([CH3:11])[CH:6]=[CH:5][CH:4]=[C:3]([S:7](Cl)(=[O:9])=[O:8])[CH:2]=1.[C:12]1([NH2:19])[CH:17]=[CH:16][CH:15]=[CH:14][C:13]=1[NH2:18]>>[C:1]1([CH3:11])[CH:6]=[CH:5][CH:4]=[C:3]([S:7]([NH:18][C:13]2[CH:14]=[CH:15][CH:16]=[CH:17][C:12]=2[NH2:19])(=[O:9])=[O:8])[CH:2]=1. Procedure details: The sulfonamide was synthesized from 3-tolyl sulfonyl chloride(0.01 mol) and o-phenylene diamine(0.01 mol) by general Method C. It was purified by recrystallization from EtOH(0.73 g, 28%).EI-MS m/z 263 (M+H)+. Starting materials: ClC1=CC(=C(C=C1)C(CC(=O)C=1C=CC(N(C1)C)=O)C1=CC=C(C=C1)N1C(CCC1)=O)C (5-{3-(4-chloro-2-methyl-phenyl)-3-[4-(2-oxo-pyrrolidin-1-yl)-phenyl]-propionyl}-1-methyl-1H-pyridin-2-one), Cl.NO (hydroxylamine hydrochloride), C(O)([O-])=O.[Na+] (sodium hydrogencarbonate). Yields the product ClC1=CC(=C(C=C1)C(C\C(=N/O)\C=1C=CC(N(C1)C)=O)C1=CC=C(C=C1)N1C(CCC1)=O)C (5-{3-(4-Chloro-2-methyl-phenyl)-1-[(E)-hydroxyimino]-3-[4-(2-oxo-pyrrolidin-1-yl)-phenyl]-propyl}-1-methyl-1H-pyridin-2-one). Reaction SMILES: [Cl:1][C:2]1[CH:7]=[CH:6][C:5]([CH:8]([C:20]2[CH:25]=[CH:24][C:23]([N:26]3[CH2:30][CH2:29][CH2:28][C:27]3=[O:31])=[CH:22][CH:21]=2)[CH2:9][C:10]([C:12]2[CH:13]=[CH:14][C:15](=[O:19])[N:16]([CH3:18])[CH:17]=2)=O)=[C:4]([CH3:32])[CH:3]=1.Cl.[NH2:34][OH:35].C(=O)([O-])O.[Na+]>>[Cl:1][C:2]1[CH:7]=[CH:6][C:5]([CH:8]([C:20]2[CH:21]=[CH:22][C:23]([N:26]3[CH2:30][CH2:29][CH2:28][C:27]3=[O:31])=[CH:24][CH:25]=2)[CH2:9]/[C:10](/[C:12]2[CH:13]=[CH:14][C:15](=[O:19])[N:16]([CH3:18])[CH:17]=2)=[N:34]\[OH:35])=[C:4]([CH3:32])[CH:3]=1 |f:1.2,3.4|. Procedure details: In analogy to example 151, step 3, 5-{3-(4-chloro-2-methyl-phenyl)-3-[4-(2-oxo-pyrrolidin-1-yl)-phenyl]-propionyl}-1-methyl-1H-pyridin-2-one was reacted with hydroxylamine hydrochloride in the presence of sodium hydrogencarbonate to give the title compound containing less than 10% of the corresponding Z isomer as a colourless solid, MS (ESI+): m/z=464.2 [M+H]+. Reactants: C(C)(C)N (isopropylamine), COCC1=C(C=CC(=C1)C1=NC(=NO1)C=1C=C(C=CC1)CO)C1=C(C=CC=C1)C ((3-{5-[2-(methoxymethyl)-2′-methylbiphenyl-4-yl]-1,2,4-oxadiazol-3-yl}phenyl)methanol), CS(=O)(=O)Cl (Methanesulfonyl chloride), C(C)N(C(C)C)C(C)C (N-ethyldiisopropylamine). Run in C(C)#N (ACN), CCOC(=O)C (EtOAc), C(Cl)Cl (DCM). Conditions: temperature 0 celsius, time 10 minute. The product is COCC1=C(C=CC(=C1)C1=NC(=NO1)C=1C=C(CNC(C)C)C=CC1)C1=C(C=CC=C1)C (N-(3-{5-[2-(methoxymethyl)-2′-methylbiphenyl-4-yl]-1,2,4-oxadiazol-3-yl}benzyl)propan-2-amine). RXN SMILES: [CH3:1][O:2][CH2:3][C:4]1[CH:9]=[C:8]([C:10]2[O:14][N:13]=[C:12]([C:15]3[CH:16]=[C:17]([CH2:21]O)[CH:18]=[CH:19][CH:20]=3)[N:11]=2)[CH:7]=[CH:6][C:5]=1[C:23]1[CH:28]=[CH:27][CH:26]=[CH:25][C:24]=1[CH3:29].C([N:32](C(C)C)[CH:33]([CH3:35])[CH3:34])C.CS(Cl)(=O)=O.C(N)(C)C>C(Cl)Cl.C(#N)C.CCOC(C)=O>[CH3:1][O:2][CH2:3][C:4]1[CH:9]=[C:8]([C:10]2[O:14][N:13]=[C:12]([C:15]3[CH:16]=[C:17]([CH:18]=[CH:19][CH:20]=3)[CH2:21][NH:32][CH:33]([CH3:35])[CH3:34])[N:11]=2)[CH:7]=[CH:6][C:5]=1[C:23]1[CH:28]=[CH:27][CH:26]=[CH:25][C:24]=1[CH3:29]. Procedure details: (3-{5-[2-(methoxymethyl)-2′-methylbiphenyl-4-yl]-1,2,4-oxadiazol-3-yl}phenyl)methanol (100 mg, 0.26 mmol) was dissolved in DCM (2 mL). N-ethyldiisopropylamine (0.090 mL, 0.52 mmol) was added and the mixture was cooled to 0° C. Methanesulfonyl chloride (22 μl, 0.29 mmol) was added and the resulting mixture was stirred at 0° C. for 10 minutes, and then at RT for 2 hours. The reaction mixture was then poured into a solution of isopropylamine (223 μl, 2.60 mmol) in ACN (2 mL) and stirred at RT for 1... The reactants are BrC1=C(C(=O)OC)C=C(C=C1)I (methyl 2-bromo-5-iodobenzoate), CC=1C=C(C=NC1)B(O)O (5-methylpyridine-3-boronic acid), C(=O)([O-])[O-].[Cs+].[Cs+] (Cs2CO3). Reagents/catalysts: C1=CC=C(C=C1)P([C-]2C=CC=C2)C3=CC=CC=C3.C1=CC=C(C=C1)P([C-]2C=CC=C2)C3=CC=CC=C3.Cl[Pd]Cl.[Fe+2] (PdCl2(dppf)). Solvent: CN(C)C=O (DMF). Run at time 8 hour. Product: BrC1=C(C(=O)OC)C=C(C=C1)C=1C=NC=C(C1)C (methyl 2-bromo-5-(5-methylpyridin-3-yl)benzoate). RXN SMILES: [Br:1][C:2]1[CH:11]=[CH:10][C:9](I)=[CH:8][C:3]=1[C:4]([O:6][CH3:7])=[O:5].[CH3:13][C:14]1[CH:15]=[C:16](B(O)O)[CH:17]=[N:18][CH:19]=1.C([O-])([O-])=O.[Cs+].[Cs+]>CN(C=O)C.C1C=CC(P(C2C=CC=CC=2)[C-]2C=CC=C2)=CC=1.C1C=CC(P(C2C=CC=CC=2)[C-]2C=CC=C2)=CC=1.Cl[Pd]Cl.[Fe+2]>[Br:1][C:2]1[CH:11]=[CH:10][C:9]([C:16]2[CH:17]=[N:18][CH:19]=[C:14]([CH3:13])[CH:15]=2)=[CH:8][C:3]=1[C:4]([O:6][CH3:7])=[O:5] |f:2.3.4,6.7.8.9|. Reported procedure: A solution of methyl 2-bromo-5-iodobenzoate (2-2, 2.0 g, 5.87 mmol, 1.0 equiv), 5-methylpyridine-3-boronic acid (0.803 g, 5.87 mmol, 1.0 equiv), Cs2CO3 (6.69 g, 20.53 mmol, 3.5 equiv) and PdCl2(dppf) (0.429 g, 0.587 mmol, 0.1 equiv) was made in DMF (30 mL) and stirred at room temperature overnight. The reaction mixture was partitioned between EtOAc and water. The layers were separated and the aqueous layer extracted with ethyl acetate. The combined organics were washed with saturated sodium bica... The reactants are CC1=CC=C(C=C1)CCC(C)=O (4-(4-Methylphenyl)butan-2-one), ClC=1C=C(C=CC1)C(CN)O (2-(3-chlorophenyl)-2-hydroxyethanamine). Solvent: C1=CC=CC=C1 (benzene). Product: CC1=CC=C(C=C1)CCC(C)NCC(C1=CC(=CC=C1)Cl)O (N-[3-(4-Methylphenyl)-1-methylpropyl]-2-hydroxy-2-(3-chlorophenyl)ethanamine). Reaction SMILES: [CH3:1][C:2]1[CH:7]=[CH:6][C:5]([CH2:8][CH2:9][C:10](=O)[CH3:11])=[CH:4][CH:3]=1.[Cl:13][C:14]1[CH:15]=[C:16]([CH:20]([OH:23])[CH2:21][NH2:22])[CH:17]=[CH:18][CH:19]=1>C1C=CC=CC=1>[CH3:1][C:2]1[CH:7]=[CH:6][C:5]([CH2:8][CH2:9][CH:10]([NH:22][CH2:21][CH:20]([OH:23])[C:16]2[CH:17]=[CH:18][CH:19]=[C:14]([Cl:13])[CH:15]=2)[CH3:11])=[CH:4][CH:3]=1. Procedure: A mixture of 4-(4-Methylphenyl)butan-2-one (1.62 g) and 2-(3-chlorophenyl)-2-hydroxyethanamine (1.71 g) was refluxed in benzene under Dean & Stark conditions for 4 h. The solvent was removed under reduced pressure, replaced with methanol (100 ml) and sodium borohydride (2 g) added portionwise. The solvent was evaporated under reduced pressure, the residue partitioned between water and ether and the ether layer dried (MgSO4). Removal of the solvent gave an oil which was chromatographed on Kieselg... Reactants: C1(=CC=CC=C1)S(=O)(=O)/C=C/C=1C=C2C=CNC2=CC1 ((E)-5-(2-(phenylsulfonyl)vinyl)-1H-indole). Isolated yield 85.0%. RXN SMILES: [C:1]1([S:7](/[CH:10]=[CH:11]/[C:12]2[CH:13]=[C:14]3[C:18](=[CH:19][CH:20]=2)[NH:17][CH:16]=[CH:15]3)(=[O:9])=[O:8])[CH:6]=[CH:5][CH:4]=[CH:3][CH:2]=1>CO.C1COCC1.[Pd]>[C:1]1([S:7]([CH2:10][CH2:11][C:12]2[CH:13]=[C:14]3[C:18](=[CH:19][CH:20]=2)[NH:17][CH:16]=[CH:15]3)(=[O:9])=[O:8])[CH:2]=[CH:3][CH:4]=[CH:5][CH:6]=1. Reagents/catalysts: [Pd] (Pd/C). Product: C1(=CC=CC=C1)S(=O)(=O)CCC=1C=C2C=CNC2=CC1 (5-(2-(phenylsulfonyl)ethyl)-1H-indole). Reported procedure: A suspension of (E)-5-(2-(phenylsulfonyl)vinyl)-1H-indole (5.0 g) in 50 ml methanol, 10 ml THF and 10% Pd/C (1.0 g) was subject to hydrogenation at 45-50 psi. Upon completion of the reaction the catalyst was filtered off and the solvent removed under vacuum to provide the title compound in about 85-90% yield as an off-white solid. 1H NMR CDCl3 δ=8.15 (bs, NH), 7.93-8.00 (m, 2H), 7.53-7.70 (m, 3H), 7.38 (s, 1H), 7.30 (d, 1H), 7.20 (dd, 1H), 6.93 (dd, 1H), 6.42-6.48 (m, 1H), 3.37-3.46 (m, 2H), 2.9... Run in CO (methanol), C1CCOC1 (THF). The reactants are B(Cl)(Cl)Cl (boron trichloride), CO (methanol), C(C1=CC=CC=C1)O[C@H]1[C@]2(O[C@@H]([C@@H]([C@@H]1OCC1=CC=CC=C1)OCC1=CC=CC=C1)COCC1=CC=CC=C1)OCC1=CC3=C(C(=NO3)CC3=CC=C(C=C3)CC)C=C12 ((3′R,4′S,5S,5′S,6′R)-3′,4′,5′-tris-benzyloxy-6′-benzyloxymethyl-3-[(4-ethylphenyl)methyl]-3′,4′,5′,6′-tetrahydro-spiro[furo[3,4,f]benzoisoxazole-5(7H),2′-[2H]pyran]), CC=1C(=C(C(=C(C1)C)C)C)C (Pentamethylbenzene). The solvent is ClCCl (dichloromethane), ClCCl (dichloromethane). Conditions: temperature -78 celsius, time 2 hour. The product is C(C)C1=CC=C(C=C1)CC1=NOC2=C1C=C1C(=C2)CO[C@]12O[C@@H]([C@H]([C@@H]([C@H]2O)O)O)CO ((3′R,4′S,5S,5′S,6′R)-3-[(4-ethylphenyl)methyl]-6′-hydroxymethyl-3′,4′,5′,6′-tetrahydro-spiro[furo[3,4,f]benzoisoxazole-5(7H),2′-[2H]pyran]-3′,4′,5′-triol). Isolated yield 48.9%. RXN SMILES: C([O:8][C@@H:9]1[C@@H:14]([O:15]CC2C=CC=CC=2)[C@@H:13]([O:23]CC2C=CC=CC=2)[C@@H:12]([CH2:31][O:32]CC2C=CC=CC=2)[O:11][C@:10]21[C:59]1[C:42](=[CH:43][C:44]3[O:48][N:47]=[C:46]([CH2:49][C:50]4[CH:55]=[CH:54][C:53]([CH2:56][CH3:57])=[CH:52][CH:51]=4)[C:45]=3[CH:58]=1)[CH2:41][O:40]2)C1C=CC=CC=1.CC1C(C)=C(C)C(C)=C(C)C=1.B(Cl)(Cl)Cl.CO>ClCCl>[CH2:56]([C:53]1[CH:54]=[CH:55][C:50]([CH2:49][C:46]2[C:45]3[CH:58]=[C:59]4[C@:10]5([C@H:9]([OH:8])[C@@H:14]([OH:15])[C@H:13]([OH:23])[C@@H:12]([CH2:31][OH:32])[O:11]5)[O:40][CH2:41][C:42]4=[CH:43][C:44]=3[O:48][N:47]=2)=[CH:51][CH:52]=1)[CH3:57]. Procedure: (3′R,4′S,5S,5′S,6′R)-3′,4′,5′-tris-benzyloxy-6′-benzyloxymethyl-3-[(4-ethylphenyl)methyl]-3′,4′,5′,6′-tetrahydro-spiro[furo[3,4,f]benzoisoxazole-5(7H),2′-[2H]pyran] (86.9 mg, 0.110 mmol) was dissolved in dichloromethane (3.7 mL). Pentamethylbenzene (0.245 g, 1.65 mmol) was added thereto, and then this solution was cooled to −78° C. A solution of boron trichloride in dichloromethane (1.0 M, 0.55 mL) was added dropwise thereto. The resulting mixture was stirred for 2 hours, and then methanol (2.5 ...